From a dataset of the Open Reaction Database (ORD), a public repository of structured organic reaction records. describe an organic reaction: reactants, conditions, products, and yield Yields the product C(C)(C)(C)N1N=C(C=C1CCCN1CCN(CC1)C1=C(C=C(C=C1)C)C)CCC (1-(3-(1-tert-butyl-3-propyl-1H-pyrazol-5-yl)propyl)-4-(2,4-dimethylphenyl)piperazine). RXN SMILES: [C:1]([N:5]1[C:9]([CH2:10][CH2:11][CH:12]=O)=[CH:8][C:7]([CH2:14][CH2:15][CH3:16])=[N:6]1)([CH3:4])([CH3:3])[CH3:2].[CH3:17][C:18]1[CH:23]=[C:22]([CH3:24])[CH:21]=[CH:20][C:19]=1[N:25]1[CH2:30][CH2:29][NH:28][CH2:27][CH2:26]1.CCN(C(C)C)C(C)C.[BH-](OC(C)=O)(OC(C)=O)OC(C)=O.[Na+]>>[C:1]([N:5]1[C:9]([CH2:10][CH2:11][CH2:12][N:28]2[CH2:29][CH2:30][N:25]([C:19]3[CH:20]=[CH:21][C:22]([CH3:24])=[CH:23][C:18]=3[CH3:17])[CH2:26][CH2:27]2)=[CH:8][C:7]([CH2:14][CH2:15][CH3:16])=[N:6]1)([CH3:4])([CH3:3])[CH3:2] |f:3.4|. Procedure details: 164 mg (84%) of target compound was obtained by using a method same as in Example 1 by using 3-(1-tert-butyl-3-propyl-1H-pyrazol-5-yl)propanal (100 mg, 0.450 mmol), 1-(2,4-dimethylphenyl)piperazine (86 mg, 0.450 mmol), DIPEA (0.118 mL, 0.675 mmol) and NaBH(OAc)3 (286 mg, 1.350 mmol). Reactants: C(C)(C)(C)N1N=C(C=C1CCC=O)CCC (3-(1-tert-butyl-3-propyl-1H-pyrazol-5-yl)propanal), [BH-](OC(=O)C)(OC(=O)C)OC(=O)C.[Na+] (NaBH(OAc)3), CC1=C(C=CC(=C1)C)N1CCNCC1 (1-(2,4-dimethylphenyl)piperazine), CCN(C(C)C)C(C)C (DIPEA). The reactants are N1C=C(C2=CC=CC=C12)C1CNCCC1 (3-(3-indolyl)piperidine), Cl.ClCCCN1CCCCC1 (1-(3-chloropropyl)piperidine hydrochloride), Cl.CN(CCCCl)C (3-dimethylaminopropyl chloride hydrochloride). Reaction SMILES: [NH:1]1[C:9]2[C:4](=[CH:5][CH:6]=[CH:7][CH:8]=2)[C:3]([CH:10]2[CH2:15][CH2:14][CH2:13][NH:12][CH2:11]2)=[CH:2]1.Cl.[Cl:17]CCC[N:21]1[CH2:26][CH2:25][CH2:24][CH2:23][CH2:22]1.Cl.CN(C)[CH2:30][CH2:31][CH2:32]Cl>>[ClH:17].[NH:21]1[CH2:22][CH2:23][CH2:24][CH:25]([CH2:30][CH2:31][CH2:32][N:12]2[CH2:13][CH2:14][CH2:15][CH:10]([C:3]3[C:4]4[C:9](=[CH:8][CH:7]=[CH:6][CH:5]=4)[NH:1][CH:2]=3)[CH2:11]2)[CH2:26]1 |f:1.2,3.4,5.6|. Procedure: Using 3-(3-indolyl)piperidine (104 mg, 0.44 mmol) and 1-(3-chloropropyl)piperidine hydrochloride (122 mg, 0.62 mmol) instead of 4-(3-indolyl)piperidine and 3-dimethylaminopropyl chloride hydrochloride respectively, reaction, extraction, and concentration were carried out in the same procedure as Example 4. The resulting crude product was purified by column chromatography on a silica gel (silica gel NH-DM 1020 produced by Fuji Silysia Chemical Ltd., eluent; chloroform) to afford a free form (125 ... Yields the product Cl.N1CC(CCC1)CCCN1CC(CCC1)C1=CNC2=CC=CC=C12 (3-(1-(3-Piperidylpropyl)-3-piperidyl)indole Hydrochloride). The reactants are CCCC(CCC)N1CCc2c(C(=O)OC)cc(N(C)S(C)(=O)=O)cc2C1=O, [Na+], C1COCCO1, [OH-]. Yields the product CCCC(CCC)N1CCc2c(C(=O)O)cc(N(C)S(C)(=O)=O)cc2C1=O. Reaction SMILES: [CH3:1][N:2]([c:3]1[cH:4][c:5]([C:21](=[O:22])[O:23][CH3:24])[c:6]2[c:11]([cH:12]1)[C:10](=[O:13])[N:9]([CH:14]([CH2:15][CH2:16][CH3:17])[CH2:18][CH2:19][CH3:20])[CH2:8][CH2:7]2)[S:25](=[O:26])(=[O:27])[CH3:28].[Na+:30].[O:31]1[CH2:32][CH2:33][O:34][CH2:35][CH2:36]1.[OH-:29]>>[CH3:1][N:2]([c:3]1[cH:4][c:5]([C:21](=[O:22])[OH:23])[c:6]2[c:11]([cH:12]1)[C:10](=[O:13])[N:9]([CH:14]([CH2:15][CH2:16][CH3:17])[CH2:18][CH2:19][CH3:20])[CH2:8][CH2:7]2)[S:25](=[O:26])(=[O:27])[CH3:28]. Starting materials: NC1=C(C=CC=C1)S(=O)(=O)N (2-Aminobenzenesulfonamide), FC1=C(C=CC=C1F)S(=O)(=O)Cl (2,3-difluorophenylsulfonyl chloride). The solvent is N1=CC=CC=C1 (pyridine). Conditions: time 8 hour. Yields the product FC1=C(C=CC=C1F)S(=O)(=O)NC1=C(C=CC=C1)S(N)(=O)=O (2,3-Difluoro-N-(2-sulfamoylphenyl)benzenesulfonamide). Isolated yield 57.4%. RXN SMILES: [NH2:1][C:2]1[CH:7]=[CH:6][CH:5]=[CH:4][C:3]=1[S:8]([NH2:11])(=[O:10])=[O:9].[F:12][C:13]1[C:18]([F:19])=[CH:17][CH:16]=[CH:15][C:14]=1[S:20](Cl)(=[O:22])=[O:21]>N1C=CC=CC=1>[F:12][C:13]1[C:18]([F:19])=[CH:17][CH:16]=[CH:15][C:14]=1[S:20]([NH:1][C:2]1[CH:7]=[CH:6][CH:5]=[CH:4][C:3]=1[S:8](=[O:9])(=[O:10])[NH2:11])(=[O:22])=[O:21]. Procedure: 2-Aminobenzenesulfonamide (26 mg, 0.15 mmol) was dissolved in pyridine (1 ml) and 2,3-difluorophenylsulfonyl chloride (19 μl, 0.15 mmol) was added and the reaction stirred overnight. The solvent was removed in vacuo and the residue was purified by preparative HPLC (XTerra MS C8 column, acetonitrile/ammonium acetate buffer) to give the title compound (30 mg, 58%). Starting materials: CCOC(=O)C1=C(C)N(c2cccc(C(F)(F)F)c2)C(=S)NC1c1ccc(C#N)cc1, O=C([O-])[O-], CCCC[N+](CCCC)(CCCC)CCCC, CC(C)=O, ClCc1cccnc1, Cl, [I-], [K+], [K+]. Product: CCOC(=O)C1=C(C)N(c2cccc(C(F)(F)F)c2)C(SCc2cccnc2)=NC1c1ccc(C#N)cc1. As a reaction SMILES: [C:1](#[N:2])[c:3]1[cH:4][cH:5][c:6]([CH:9]2[NH:10][C:11](=[S:31])[N:12]([c:21]3[cH:22][c:23]([C:27]([F:28])([F:29])[F:30])[cH:24][cH:25][cH:26]3)[C:13]([CH3:20])=[C:14]2[C:15](=[O:16])[O:17][CH2:18][CH3:19])[cH:7][cH:8]1.[C:41](=[O:42])([O-:43])[O-:44].[CH2:48]([N+:49]([CH2:50][CH2:51][CH2:52][CH3:53])([CH2:54][CH2:55][CH2:56][CH3:57])[CH2:58][CH2:59][CH2:60][CH3:61])[CH2:62][CH2:63][CH3:64].[CH3:65][C:66](=[O:67])[CH3:68].[Cl:33][CH2:34][c:35]1[cH:36][n:37][cH:38][cH:39][cH:40]1.[ClH:32].[I-:47].[K+:45].[K+:46]>>[C:1](#[N:2])[c:3]1[cH:4][cH:5][c:6]([CH:9]2[N:10]=[C:11]([S:31][CH2:34][c:35]3[cH:36][n:37][cH:38][cH:39][cH:40]3)[N:12]([c:21]3[cH:22][c:23]([C:27]([F:28])([F:29])[F:30])[cH:24][cH:25][cH:26]3)[C:13]([CH3:20])=[C:14]2[C:15](=[O:16])[O:17][CH2:18][CH3:19])[cH:7][cH:8]1. Starting materials: S1N=NC2=C1C(=CC=C2)C(=O)NN (benzothiadiazole-7-carboxylic acid hydrazide), C(C)C(=O)C (methyl ethyl ketone). Solvent: C(C)(=O)O (acetic acid). The product is S1N=NC2=C1C(=CC=C2)C(=O)NN=C(CC)C (2-(benzo-1,2,3-thiadiazole-7-carbonyl)-1-(α-methylpropylidene)-hydrazine). As a reaction SMILES: [S:1]1[C:5]2[C:6]([C:10]([NH:12][NH2:13])=[O:11])=[CH:7][CH:8]=[CH:9][C:4]=2[N:3]=[N:2]1.[CH2:14]([C:16]([CH3:18])=O)[CH3:15]>C(O)(=O)C>[S:1]1[C:5]2[C:6]([C:10]([NH:12][N:13]=[C:14]([CH3:15])[CH2:16][CH3:18])=[O:11])=[CH:7][CH:8]=[CH:9][C:4]=2[N:3]=[N:2]1. Reported procedure: 21.5 g of benzothiadiazole-7-carboxylic acid hydrazide and 150 ml of methyl ethyl ketone are heated to 70° C. over a period of 8 hours in 150 ml of glacial acetic acid. The reaction mixture is then concentrated by evaporation in vacuo, the residue is taken up in 1 l of dichloromethane and the solution is washed twice with 700 ml of ice/water. It is then dried over sodium sulfate, filtered and concentrated by evaporation and the residue is suspended in ethyl acetate, filtered and dried. The produ... The reactants are crude products, C(C1=CC=CC=C1)N(C1=C(C(=CC=C1)NS(=O)(=O)C)C)CC1=CC=C(OC2=CC=C(C=C2)CCC(=O)O)C=C1 (3-(4-{4-[(benzyl{2-methyl-3-[(methylsulfonyl)amino]phenyl}amino)methyl]phenoxy}phenyl)propanoic acid), Cl.COC(CN)=O (glycine methyl ester hydrochloride), C(C)(C)N(CC)C(C)C (diisopropylethylamine), CCN=C=NCCCN(C)C (EDAC), C=1C=CC2=C(C1)N=NN2O (HOBT). Solvent: C(C)OCC (diethyl ether), CN(C)C=O (DMF). Run at time 12 hour. The product is C(C1=CC=CC=C1)N(C1=C(C(=CC=C1)NS(=O)(=O)C)C)CC1=CC=C(OC2=CC=C(C=C2)CCC(=O)NCC(=O)O)C=C1 (N-[3-(4-{4-[(benzyl{2-methyl-3-[(methylsulfonyl)amino]phenyl}amino)methyl]phenoxy}phenyl)propanoyl]glycine). The yield is 87.3%. As a reaction SMILES: [CH2:1]([N:8]([CH2:21][C:22]1[CH:39]=[CH:38][C:25]([O:26][C:27]2[CH:32]=[CH:31][C:30]([CH2:33][CH2:34][C:35](O)=[O:36])=[CH:29][CH:28]=2)=[CH:24][CH:23]=1)[C:9]1[CH:14]=[CH:13][CH:12]=[C:11]([NH:15][S:16]([CH3:19])(=[O:18])=[O:17])[C:10]=1[CH3:20])[C:2]1[CH:7]=[CH:6][CH:5]=[CH:4][CH:3]=1.Cl.C[O:42][C:43](=[O:46])[CH2:44][NH2:45].C(N(C(C)C)CC)(C)C.CCN=C=NCCCN(C)C.C1C=CC2N(O)N=NC=2C=1>CN(C=O)C.C(OCC)C>[CH2:1]([N:8]([CH2:21][C:22]1[CH:23]=[CH:24][C:25]([O:26][C:27]2[CH:28]=[CH:29][C:30]([CH2:33][CH2:34][C:35]([NH:45][CH2:44][C:43]([OH:46])=[O:42])=[O:36])=[CH:31][CH:32]=2)=[CH:38][CH:39]=1)[C:9]1[CH:14]=[CH:13][CH:12]=[C:11]([NH:15][S:16]([CH3:19])(=[O:17])=[O:18])[C:10]=1[CH3:20])[C:2]1[CH:7]=[CH:6][CH:5]=[CH:4][CH:3]=1 |f:1.2|. Reported procedure: A solution of the product from Example 104A (0.065 g, 0.119 mmoles), glycine methyl ester hydrochloride (0.0300 g, 0.24 mmoles), and diisopropylethylamine (0.042 mL, 0.24 mmoles) in DMF (0.3 mL) was treated with EDAC (0.032 g, 0.167 mmoles) and HOBT (0.0225 g, 0.167 mmoles). The resulting mixture was shaken for 12 h. The crude products were diluted with diethyl ether, extracted with sat. NH4Cl, extracted with H2O (2×), rinsed with brine, dried (Na2SO4), and concentrated under reduced pressure. T...